This data is from the Open Reaction Database (ORD), a public repository of structured organic reaction records. The task is: describe an organic reaction: reactants, conditions, products, and yield Reactants: N1=CC=C(C=C1)N1CCC(CC1)C(=O)Cl (1-(4-pyridyl)piperidine-4-carbonyl chloride), C(C)(C)(C)OC(=O)NC1CNCC1 (3-(tert-butoxycarbonylamino)pyrrolidine). Product: C(C)(C)(C)OC(=O)NC1CN(CC1)C(=O)C1CCN(CC1)C1=CC=NC=C1 (3-(tert-butoxycarbonylamino)-1-[1-(4-pyridyl)piperidin-4-ylcarbonyl]pyrrolidine). Isolated yield 41.0%. As a reaction SMILES: [N:1]1[CH:6]=[CH:5][C:4]([N:7]2[CH2:12][CH2:11][CH:10]([C:13](Cl)=[O:14])[CH2:9][CH2:8]2)=[CH:3][CH:2]=1.[C:16]([O:20][C:21]([NH:23][CH:24]1[CH2:28][CH2:27][NH:26][CH2:25]1)=[O:22])([CH3:19])([CH3:18])[CH3:17]>>[C:16]([O:20][C:21]([NH:23][CH:24]1[CH2:28][CH2:27][N:26]([C:13]([CH:10]2[CH2:11][CH2:12][N:7]([C:4]3[CH:5]=[CH:6][N:1]=[CH:2][CH:3]=3)[CH2:8][CH2:9]2)=[O:14])[CH2:25]1)=[O:22])([CH3:19])([CH3:17])[CH3:18]. Procedure details: Using an analogous procedure to that described in Example 1, 1-(4-pyridyl)piperidine-4-carbonyl chloride was reacted with 3-(tert-butoxycarbonylamino)pyrrolidine to give 3-(tert-butoxycarbonylamino)-1-[1-(4-pyridyl)piperidin-4-ylcarbonyl]pyrrolidine in 41% yield. Reactants: O (water), C(C)(=O)OCC (ethyl acetate), solution, N1=CC=NC=2SC3=C(NC21)C=C(C=C3)CN3CCC(CC3)NC(=O)C=3C=NOC3C (N-[1-(10H-pyrazino[2,3-b][1,4]benzothiazin-8-ylmethyl)-piperidin-4-yl]-5-methyl-1,2-oxazole-4-carboxamide), COC(N(C)C)OC (N,N-dimethylformamide dimethyl acetal). The solvent is O1CCCC1 (tetrahydrofuran). Yields the product N1=CC=NC=2SC3=C(NC21)C=C(C=C3)CN3CCC(CC3)NC(C(C(C)=O)C#N)=O (N-[1-(10H-Pyrazino[2,3-b][1,4]benzothiazin-8-ylmethyl)-piperidin-4-yl]-3-oxo-2-cyanobutanamide). The yield is 22.0%. As a reaction SMILES: [N:1]1[C:10]2[NH:9][C:8]3[CH:11]=[C:12]([CH2:15][N:16]4[CH2:21][CH2:20][CH:19]([NH:22][C:23]([C:25]5[CH:26]=[N:27][O:28][C:29]=5[CH3:30])=[O:24])[CH2:18][CH2:17]4)[CH:13]=[CH:14][C:7]=3[S:6][C:5]=2[N:4]=[CH:3][CH:2]=1.COC(OC)N(C)C.O.C(OCC)(=O)C>O1CCCC1>[N:1]1[C:10]2[NH:9][C:8]3[CH:11]=[C:12]([CH2:15][N:16]4[CH2:21][CH2:20][CH:19]([NH:22][C:23](=[O:24])[CH:25]([C:26]#[N:27])[C:29](=[O:28])[CH3:30])[CH2:18][CH2:17]4)[CH:13]=[CH:14][C:7]=3[S:6][C:5]=2[N:4]=[CH:3][CH:2]=1. Procedure: To 10 ml of a solution of 500 mg of N-[1-(10H-pyrazino[2,3-b][1,4]benzothiazin-8-ylmethyl)-piperidin-4-yl]-5-methyl-1,2-oxazole-4-carboxamide in tetrahydrofuran was added 400 μl of N,N-dimethylformamide dimethyl acetal and the resulting mixture was heated under reflux for 4 hours. After distributing into water and ethyl acetate, the aqueous layer was extracted and washed with diethyl ether. After distilling off the organic solvent contained therein under reduced pressure, the residue was acidifi... The reactants are ice water, [N-]=[N+]=[N-].[Na+] (Sodium azide), [Cl-].[NH4+] (ammonium chloride), CC(C1CO1)(C)C (3,3-dimethyl-1,2-epoxybutane). Run in CO.O (methanol water). Product: N(=[N+]=[N-])CC(C(C)(C)C)O (1-Azido-3,3-dimethyl-butan-2-ol). Yield: 93.8%. Reaction SMILES: [N-:1]=[N+:2]=[N-:3].[Na+].[Cl-].[NH4+].[CH3:7][C:8]([CH3:13])([CH3:12])[CH:9]1[O:11][CH2:10]1>CO.O>[N:1]([CH2:10][CH:9]([OH:11])[C:8]([CH3:13])([CH3:12])[CH3:7])=[N+:2]=[N-:3] |f:0.1,2.3,5.6|. Reported procedure: Sodium azide (10 g, 154 mmol) and ammonium chloride (3.7 g, 070 mmol) are added to a solution of 3,3-dimethyl-1,2-epoxybutane (4.26 ml, 35 mmol) in methanol:water (8:1, 315 ml), and the mixture is heated at reflux for 7 hours. The reaction is poured into ice/water (400 ml) and extracted with dichloromethane (3×200 ml). The combined organics are dried (MgSO4), filtered and evaporated to yield a clear oil (4.7 g, 94 %). Reactants: [N+](=O)([O-])C1=CC=C(C=C1)C1=NN(C=N1)C1=CC=C(C=C1)C(F)(F)F (3-(4-nitrophenyl)-1-(4-(trifluoromethyl)phenyl)-1H-1,2,4-triazole). The reagents and catalysts are [Fe] (iron). Run in C(C)(=O)O (acetic acid), O (water). Run at temperature 90 celsius. Product: FC(C1=CC=C(C=C1)N1N=C(N=C1)C1=CC=C(N)C=C1)(F)F (4-(1-(4-(trifluoromethyl)phenyl)-1H-1,2,4-triazol-3-yl)aniline). Yield: 77.9%. RXN SMILES: [N+:1]([C:4]1[CH:9]=[CH:8][C:7]([C:10]2[N:14]=[CH:13][N:12]([C:15]3[CH:20]=[CH:19][C:18]([C:21]([F:24])([F:23])[F:22])=[CH:17][CH:16]=3)[N:11]=2)=[CH:6][CH:5]=1)([O-])=O>C(O)(=O)C.O.[Fe]>[F:24][C:21]([F:22])([F:23])[C:18]1[CH:17]=[CH:16][C:15]([N:12]2[CH:13]=[N:14][C:10]([C:7]3[CH:8]=[CH:9][C:4]([NH2:1])=[CH:5][CH:6]=3)=[N:11]2)=[CH:20][CH:19]=1. Procedure details: To 3-(4-nitrophenyl)-1-(4-(trifluoromethyl)phenyl)-1H-1,2,4-triazole (22.0 g, 65.8 mmol) in acetic acid (132 mL) and water (110 mL) was added iron powder. The reaction was heated to 90° C. for 18 hours. The reaction was cooled to room temperature and filtered through Celite® followed by an ethyl acetate wash. The organic layer was separated and concentrated. Purification by flash column chromatography using 0-50% ethyl acetate/petroleum ether as eluent provided the title compound as a light yell...